Task: describe an organic reaction: reactants, conditions, products, and yield. Dataset: the Open Reaction Database (ORD), a public repository of structured organic reaction records Reactants: CCOC(=O)NC1CCC=C(C#Cc2ccccc2)C1, C1CCOC1, [H-], [Na+], CN(C)C=O. The product is CCOC(=O)N(C)C1CCC=C(C#Cc2ccccc2)C1. As a reaction SMILES: [CH2:1]([CH3:2])[O:3][C:4]([NH:5][CH:6]1[CH2:7][C:8]([C:12]#[C:13][c:14]2[cH:15][cH:16][cH:17][cH:18][cH:19]2)=[CH:9][CH2:10][CH2:11]1)=[O:20].[CH2:28]1[O:29][CH2:30][CH2:31][CH2:32]1.[H-:22].[Na+:21].[O:23]=[CH:24][N:25]([CH3:26])[CH3:27]>>[CH2:1]([CH3:2])[O:3][C:4]([N:5]([CH:6]1[CH2:7][C:8]([C:12]#[C:13][c:14]2[cH:15][cH:16][cH:17][cH:18][cH:19]2)=[CH:9][CH2:10][CH2:11]1)[CH3:24])=[O:20].